The task is: describe an organic reaction: reactants, conditions, products, and yield. This data is from the Open Reaction Database (ORD), a public repository of structured organic reaction records. The reactants are C1CCOC1, COC(=O)c1ccc2c(c1)N(S(=O)(=O)c1ccccc1)CCC(C)(C)S2, CO, [Li+], [OH-], O. Yields the product CC1(C)CCN(S(=O)(=O)c2ccccc2)c2cc(C(=O)O)ccc2S1. RXN SMILES: [CH2:29]1[O:30][CH2:31][CH2:32][CH2:33]1.[CH3:1][C:2]1([CH3:26])[CH2:3][CH2:4][N:5]([S:17](=[O:18])(=[O:19])[c:20]2[cH:21][cH:22][cH:23][cH:24][cH:25]2)[c:6]2[c:7]([cH:9][cH:10][c:11]([C:13](=[O:14])[O:15][CH3:16])[cH:12]2)[S:8]1.[CH3:34][OH:35].[Li+:27].[OH-:28].[OH2:36]>>[CH3:1][C:2]1([CH3:26])[CH2:3][CH2:4][N:5]([S:17](=[O:18])(=[O:19])[c:20]2[cH:21][cH:22][cH:23][cH:24][cH:25]2)[c:6]2[c:7]([cH:9][cH:10][c:11]([C:13](=[O:14])[OH:15])[cH:12]2)[S:8]1. Reactants: CCCN1CCC(O)(c2cccc(OC(F)(F)F)c2F)CC1, [Na+], [OH-]. Product: CCCN1CC=C(c2cccc(OC(F)(F)F)c2F)CC1. RXN SMILES: [F:1][c:2]1[c:3]([C:13]2([OH:22])[CH2:14][CH2:15][N:16]([CH2:19][CH2:20][CH3:21])[CH2:17][CH2:18]2)[cH:4][cH:5][cH:6][c:7]1[O:8][C:9]([F:10])([F:11])[F:12].[Na+:24].[OH-:23]>>[F:1][c:2]1[c:3]([C:13]2=[CH:14][CH2:15][N:16]([CH2:19][CH2:20][CH3:21])[CH2:17][CH2:18]2)[cH:4][cH:5][cH:6][c:7]1[O:8][C:9]([F:10])([F:11])[F:12]. The reactants are C1(=CC=CC=C1)S(=O)(=O)N1C=C(C=2C1=NC=C(C2)C=2C=CC1=C(CCO1)C2)C=2C=NN(C2)C(C2=CC=CC=C2)(C2=CC=CC=C2)C2=CC=CC=C2 (1-Benzenesulfonyl-5-(2,3-dihydro-benzofuran-5-yl)-3-(1-trityl-1H-pyrazol-4-yl)-1H-pyrrolo[2,3-b]pyridine), C(C)(C)[SiH](C(C)C)C(C)C (triisopropylsilane), C(=O)(C(F)(F)F)O (TFA). Run in C(Cl)Cl (CH2Cl2). Reaction conditions: time 30 minute. Yields the product C1(=CC=CC=C1)S(=O)(=O)N1C=C(C=2C1=NC=C(C2)C=2C=CC1=C(CCO1)C2)C=2C=NNC2 (1-Benzenesulfonyl-5-(2,3-dihydro-benzofuran-5-yl)-3-(1H-pyrazol-4-yl)-1H-pyrrolo[2,3-b]pyridine). Isolated yield 37.7%. As a reaction SMILES: [C:1]1([S:7]([N:10]2[C:14]3=[N:15][CH:16]=[C:17]([C:19]4[CH:20]=[CH:21][C:22]5[O:26][CH2:25][CH2:24][C:23]=5[CH:27]=4)[CH:18]=[C:13]3[C:12]([C:28]3[CH:29]=[N:30][N:31](C(C4C=CC=CC=4)(C4C=CC=CC=4)C4C=CC=CC=4)[CH:32]=3)=[CH:11]2)(=[O:9])=[O:8])[CH:6]=[CH:5][CH:4]=[CH:3][CH:2]=1.C([SiH](C(C)C)C(C)C)(C)C.C(O)(C(F)(F)F)=O>C(Cl)Cl>[C:1]1([S:7]([N:10]2[C:14]3=[N:15][CH:16]=[C:17]([C:19]4[CH:20]=[CH:21][C:22]5[O:26][CH2:25][CH2:24][C:23]=5[CH:27]=4)[CH:18]=[C:13]3[C:12]([C:28]3[CH:29]=[N:30][NH:31][CH:32]=3)=[CH:11]2)(=[O:8])=[O:9])[CH:2]=[CH:3][CH:4]=[CH:5][CH:6]=1. Reported procedure: To a solution of 48 (187 mg, 0.270 mmol) in CH2Cl2 (2 mL) was added triisopropylsilane (0.14 mL), TFA (0.73 mL) and distilled water (6 drops). The mixture was stirred at room temperature for 1 h 30 min. The reaction was quenched and made neutral by addition of aqueous saturated NaHCO3 and diluted with EtOAc (200 mL) and water (100 mL). The aqueous layer was extracted further with CH2Cl2 (150 mL), the organic solutions were combined, dried (MgSO4) and concentrated to afford a light brown oily sol... Reactants: C(C(C)C)C=1C=2N(C=C(N1)C1=CC=CC=C1)C(=NN2)C(C(=O)[O-])CC=2C=NC=CC2.[Na+] (sodium 2-[8-isobutyl-6-phenyl-1,2,4-triazolo[4,3-a]pyrazin-3-yl]-3-(3-pyridyl)propanoate), N[C@H]([C@H](C[C@H](C(=O)NCCCC)C(C)C)O)CC1CCCCC1 ((2S,4S,5S)-5-amino-N-butyl-6-cyclohexyl-4-hydroxy-2-isopropylhexanamide), CCN=C=NCCCN(C)C (EDAC), C=1C=CC2=C(C1)N=NN2O (HOBT), CCN=C=NCCCN(C)C (EDAC). Run in O (water), CN(C)C=O (DMF). Conditions: time 8 hour. Yields the product C(CCC)NC([C@@H](C[C@@H]([C@H](CC1CCCCC1)NC(CC1=NN=C2N1C=C(N=C2CCC)C=2C=NC=CC2)=O)O)C(C)C)=O ((2S,4S,5S)-N-butyl-6-cyclohexyl-4-hydroxy-2-isopropyl-5-[8-propyl-6-(3-pyridyl)-1,2,4-triazolo[4,3-a]pyrazin-3-yl]acetamidohexanamide). RXN SMILES: [CH2:1]([C:5]1[C:6]2[N:7]([C:17]([CH:20](CC3C=NC=CC=3)[C:21]([O-:23])=O)=[N:18][N:19]=2)[CH:8]=[C:9]([C:11]2[CH:16]=[CH:15][CH:14]=C[CH:12]=2)[N:10]=1)[CH:2]([CH3:4])C.[Na+].[NH2:32][C@@H:33]([CH2:48][CH:49]1[CH2:54][CH2:53][CH2:52][CH2:51][CH2:50]1)[C@@H:34]([OH:47])[CH2:35][C@@H:36]([CH:44]([CH3:46])[CH3:45])[C:37]([NH:39][CH2:40][CH2:41][CH2:42][CH3:43])=[O:38].C1C=CC2N(O)N=[N:61]C=2C=1.CCN=C=NCCCN(C)C>O.CN(C=O)C>[CH2:40]([NH:39][C:37](=[O:38])[C@H:36]([CH:44]([CH3:45])[CH3:46])[CH2:35][C@H:34]([OH:47])[C@@H:33]([NH:32][C:21](=[O:23])[CH2:20][C:17]1[N:7]2[CH:8]=[C:9]([C:11]3[CH:12]=[N:61][CH:14]=[CH:15][CH:16]=3)[N:10]=[C:5]([CH2:1][CH2:2][CH3:4])[C:6]2=[N:19][N:18]=1)[CH2:48][CH:49]1[CH2:50][CH2:51][CH2:52][CH2:53][CH2:54]1)[CH2:41][CH2:42][CH3:43] |f:0.1|. Procedure details: A solution of sodium 8-propyl-6-(3-pyridyl)-1,2,4-triazolo[4,3-a]pyrazin-3-ylacetate (A) (112 mg) in water (1.5 ml) was added to a solution of (2S,4S,5S)-5-amino-N-butyl-6-cyclohexyl-4-hydroxy-2-isopropylhexanamide (114 mg) in DMF (13.5 ml). HOBT (47 mg) and EDAC (67 mg) were added, and the solution was allowed to stand overnight. A further quantity of EDAC (67 mg) was added and the solution was again allowed to stand overnight. The reaction mixture was worked up using a similar procedure to tha... Starting materials: C(C)N1C(=NC2=C1C=C(C(=C2)C(CCC)=O)C)CO (1-ethyl-5-butyryl-6-methyl-benzimidazole-2-methanol), [Mn](=O)(=O)(=O)[O-].[K+] (potassium permanganate). Yields the product C(C)N1C(=NC2=C1C=C(C(=C2)C(CCC)=O)C)C(=O)O (1-ethyl-5-butyryl-6-methyl-benzimidazole-2-carboxylic acid). As a reaction SMILES: [CH2:1]([N:3]1[C:7]2[CH:8]=[C:9]([CH3:17])[C:10]([C:12](=[O:16])[CH2:13][CH2:14][CH3:15])=[CH:11][C:6]=2[N:5]=[C:4]1[CH2:18][OH:19])[CH3:2].[Mn]([O-])(=O)(=O)=[O:21].[K+]>>[CH2:1]([N:3]1[C:7]2[CH:8]=[C:9]([CH3:17])[C:10]([C:12](=[O:16])[CH2:13][CH2:14][CH3:15])=[CH:11][C:6]=2[N:5]=[C:4]1[C:18]([OH:21])=[O:19])[CH3:2] |f:1.2|. Reported procedure: In a manner analogous to that described in Example 12, 5.2 g of 1-ethyl-5-butyryl-6-methyl-benzimidazole-2-methanol can be oxidised with 4.5 g of potassium permanganate to give 1-ethyl-5-butyryl-6-methyl-benzimidazole-2-carboxylic acid with a melting point >80° (decomposition). Starting materials: CC(C)(O)c1ccc2c(c1)C(=CCCBr)c1cccnc1CO2, CC(C)O, CCC(C)C(=O)C(Cc1ccc(Cl)cc1)N1CCNC1. The product is CCC(C)C(=O)C(Cc1ccc(Cl)cc1)N1CCN(CCC=C2c3cc(C(C)(C)O)ccc3OCc3ncccc32)C1. Reaction SMILES: [Br:21][CH2:22][CH2:23][CH:24]=[C:25]1[c:26]2[c:27]([cH:36][cH:37][c:38]([C:40]([CH3:41])([CH3:42])[OH:43])[cH:39]2)[O:28][CH2:29][c:30]2[c:31]1[cH:32][cH:33][cH:34][n:35]2.[CH:44]([OH:45])([CH3:46])[CH3:47].[Cl:1][c:2]1[cH:3][cH:4][c:5]([CH2:8][CH:9]([C:10]([CH:11]([CH2:12][CH3:13])[CH3:14])=[O:15])[N:16]2[CH2:17][NH:18][CH2:19][CH2:20]2)[cH:6][cH:7]1>>[Cl:1][c:2]1[cH:3][cH:4][c:5]([CH2:8][CH:9]([C:10]([CH:11]([CH2:12][CH3:13])[CH3:14])=[O:15])[N:16]2[CH2:17][N:18]([CH2:22][CH2:23][CH:24]=[C:25]3[c:26]4[c:27]([cH:36][cH:37][c:38]([C:40]([CH3:41])([CH3:42])[OH:43])[cH:39]4)[O:28][CH2:29][c:30]4[c:31]3[cH:32][cH:33][cH:34][n:35]4)[CH2:19][CH2:20]2)[cH:6][cH:7]1. Reactants: O=Cc1cccc(Br)c1, FC(F)c1cccc(Br)c1, CCN(CC)S(F)(F)F, [Li]CCCC, CCC(=O)C(C)CN(C)C, CCCCCC, Cl, C1CCOC1. Product: Cl, CCC(O)(c1cccc(C(F)F)c1)C(C)CN(C)C. Reaction SMILES: [Br:11][c:12]1[cH:13][c:14]([CH:18]=[O:19])[cH:15][cH:16][cH:17]1.[Br:1][c:2]1[cH:3][c:4]([CH:8]([F:9])[F:10])[cH:5][cH:6][cH:7]1.[CH2:20]([N:21]([S:22]([F:23])([F:24])[F:25])[CH2:26][CH3:27])[CH3:28].[CH2:29]([Li:30])[CH2:31][CH2:32][CH3:33].[CH3:34][N:35]([CH2:36][CH:37]([C:38]([CH2:39][CH3:40])=[O:41])[CH3:42])[CH3:43].[CH3:50][CH2:51][CH2:52][CH2:53][CH2:54][CH3:55].[ClH:44].[O:45]1[CH2:46][CH2:47][CH2:48][CH2:49]1>>[ClH:44].[c:2]1([C:38]([CH:37]([CH2:36][N:35]([CH3:34])[CH3:43])[CH3:42])([CH2:39][CH3:40])[OH:41])[cH:3][c:4]([CH:8]([F:9])[F:10])[cH:5][cH:6][cH:7]1. Reactants: [N+](=O)([O-])C1=CC=C(C=C1)NN (p-nitrophenylhydrazine), C1(=O)OCC2=CC=CC=C12 (phthalide), CCOCC (ether). Solvent: C(C)#N (acetonitrile). Reaction conditions: temperature 20 celsius. The product is OCC1=C(C(=O)NNC2=CC=C(C=C2)[N+](=O)[O-])C=CC=C1 (1-(2'-hydroxymethylbenzoyl)-2-(p-nitrophenyl)hydrazine). Isolated yield 10.2%. Reaction SMILES: [N+:1]([C:4]1[CH:9]=[CH:8][C:7]([NH:10][NH2:11])=[CH:6][CH:5]=1)([O-:3])=[O:2].[C:12]1([C:21]2[C:16](=[CH:17][CH:18]=[CH:19][CH:20]=2)[CH2:15][O:14]1)=[O:13].CCOCC>C(#N)C>[OH:14][CH2:15][C:16]1[CH:17]=[CH:18][CH:19]=[CH:20][C:21]=1[C:12]([NH:11][NH:10][C:7]1[CH:6]=[CH:5][C:4]([N+:1]([O-:3])=[O:2])=[CH:9][CH:8]=1)=[O:13]. Procedure: To prepare compound I-24 identified above, 38.3 g of p-nitrophenylhydrazine and 33 g of phthalide were heated in acetonitrile for 3 hours at 70°-80° C. After cooling to 20° C., the solid product was stirred together with ether and then the product was collected by filtration and washed with ether to obtain 7.2 g of 1-(2'-hydroxymethylbenzoyl)-2-(p-nitrophenyl)hydrazine. Starting materials: ClC1(C(C1)C(=O)OCC)F (ethyl 2-chloro-2-fluoro-1-cyclopropanecarboxylate), NCCN (1,2-diaminoethane). Reagents/catalysts: [Ni] (Raney nickel). Run in C(C)O (ethanol). Conditions: time 24 hour. The product is FC1C(C1)C(=O)OCC (Ethyl 2-fluoro-1-cyclopropanecarboxylate). The yield is 88.9%. RXN SMILES: Cl[C:2]1([F:10])[CH2:4][CH:3]1[C:5]([O:7][CH2:8][CH3:9])=[O:6].NCCN>[Ni].C(O)C>[F:10][CH:2]1[CH2:4][CH:3]1[C:5]([O:7][CH2:8][CH3:9])=[O:6]. Reported procedure: An internal glass tube was introduced into an autoclave and 0.5 g of ethyl 2-chloro-2-fluoro-1-cyclopropanecarboxylate (cis:trans=1.4:1), 0.5 ml of Raney nickel and 5 ml of ethanol were fed thereinto. Then 0.54 g of 1,2-diaminoethane was further added and the mixture was stirred at room temperature under an elevated hydrogen gas atmosphere (50 kgf/cm2) for 24 hours. After the completion of the reaction, the catalyst was filtered off. Then the reaction mixture was analyzed by gas chromatography. ... Reactants: C1CCOC1, CO, COC(=O)c1cc2[nH]c(-c3ccccc3)c(C3CCCC3)c2s1, [Na+], [OH-]. The product is O=C(O)c1cc2[nH]c(-c3ccccc3)c(C3CCCC3)c2s1. RXN SMILES: [CH2:26]1[O:27][CH2:28][CH2:29][CH2:30]1.[CH3:31][OH:32].[CH:1]1([c:6]2[c:7]3[c:8]([nH:9][c:10]2-[c:11]2[cH:12][cH:13][cH:14][cH:15][cH:16]2)[cH:17][c:18]([C:20](=[O:21])[O:22][CH3:23])[s:19]3)[CH2:2][CH2:3][CH2:4][CH2:5]1.[Na+:25].[OH-:24]>>[CH:1]1([c:6]2[c:7]3[c:8]([nH:9][c:10]2-[c:11]2[cH:12][cH:13][cH:14][cH:15][cH:16]2)[cH:17][c:18]([C:20](=[O:21])[OH:22])[s:19]3)[CH2:2][CH2:3][CH2:4][CH2:5]1.